Dataset: the Open Reaction Database (ORD), a public repository of structured organic reaction records. Task: describe an organic reaction: reactants, conditions, products, and yield Yields the product CN1CCC(NC(=O)c2ccc(Nc3ncc4c(n3)N(C3CCCC3)CC(F)(F)C(=O)N4C)c(F)c2)CC1. Reaction SMILES: [CH2:32]([N:33]([CH:34]([CH3:35])[CH3:36])[CH:37]([CH3:38])[CH3:39])[CH3:40].[CH3:49][N:50]([CH3:51])[CH:52]=[O:53].[CH:1]1([N:6]2[c:7]3[c:8]([cH:17][n:18][c:19]([NH:21][c:22]4[c:23]([F:31])[cH:24][c:25]([C:26](=[O:27])[OH:28])[cH:29][cH:30]4)[n:20]3)[N:9]([CH3:16])[C:10](=[O:15])[C:11]([F:13])([F:14])[CH2:12]2)[CH2:2][CH2:3][CH2:4][CH2:5]1.[NH2:41][CH:42]1[CH2:43][CH2:44][N:45]([CH3:48])[CH2:46][CH2:47]1.[OH2:54]>>[CH:1]1([N:6]2[c:7]3[c:8]([cH:17][n:18][c:19]([NH:21][c:22]4[c:23]([F:31])[cH:24][c:25]([C:26](=[O:27])[NH:41][CH:42]5[CH2:43][CH2:44][N:45]([CH3:48])[CH2:46][CH2:47]5)[cH:29][cH:30]4)[n:20]3)[N:9]([CH3:16])[C:10](=[O:15])[C:11]([F:13])([F:14])[CH2:12]2)[CH2:2][CH2:3][CH2:4][CH2:5]1. Starting materials: CCN(C(C)C)C(C)C, CN(C)C=O, CN1C(=O)C(F)(F)CN(C2CCCC2)c2nc(Nc3ccc(C(=O)O)cc3F)ncc21, CN1CCC(N)CC1, O. The product is COc1cc2c(cc1C=O)OCC2. Reaction SMILES: [CH2:17]([Cl:18])[Cl:19].[CH3:1][O:2][c:3]1[cH:4][cH:5][c:6]2[c:7]([cH:11]1)[CH2:8][CH2:9][O:10]2.[Cl-:20].[Cl-:21].[Cl-:22].[Cl-:23].[Cl:12][CH:13]([O:15][CH3:14])[Cl:16].[Ti+4:24]>>[CH3:1][O:2][c:3]1[c:4]([CH:13]=[O:15])[cH:5][c:6]2[c:7]([cH:11]1)[CH2:8][CH2:9][O:10]2. Reactants: ClCCl, COc1ccc2c(c1)CCO2, [Cl-], [Cl-], [Cl-], [Cl-], COC(Cl)Cl, [Ti+4]. Yields the product O=C(CCC(CSc1ccc2ccccc2c1)C(=O)O)OCc1ccccc1. The reactants are CC#N, OCc1ccccc1, Cc1ccc(S(=O)(=O)O)cc1, O=C(O)CCC(CSc1ccc2ccccc2c1)C(=O)O. As a reaction SMILES: [CH3:41][C:42]#[N:43].[OH:22][CH2:23][c:24]1[cH:25][cH:26][cH:27][cH:28][cH:29]1.[c:30]1([CH3:31])[cH:32][cH:33][c:34]([S:35]([OH:36])(=[O:37])=[O:38])[cH:39][cH:40]1.[cH:1]1[c:2]([S:11][CH2:12][CH:13]([C:14](=[O:15])[OH:16])[CH2:17][CH2:18][C:19](=[O:20])[OH:21])[cH:3][cH:4][c:5]2[cH:6][cH:7][cH:8][cH:9][c:10]12>>[cH:1]1[c:2]([S:11][CH2:12][CH:13]([C:14](=[O:15])[OH:16])[CH2:17][CH2:18][C:19]([O:20][CH2:23][c:24]2[cH:25][cH:26][cH:27][cH:28][cH:29]2)=[O:21])[cH:3][cH:4][c:5]2[cH:6][cH:7][cH:8][cH:9][c:10]12. Reactants: ClC=1C=C(C=CC1Cl)SC1CN(CC1)CC1=CC=CC=C1 (3-[(3,4-dichlorophenyl)thio]-1-(phenylmethyl)pyrrolidine), ClC(=O)OC1=CC=CC=C1 (phenyl chloroformate), [OH-].[Na+] (sodium hydroxide). The solvent is Br (hydrobromic acid), C(Cl)Cl (methylene chloride). RXN SMILES: [Cl:1][C:2]1[CH:3]=[C:4]([S:9][CH:10]2[CH2:14][CH2:13][N:12](CC3C=CC=CC=3)[CH2:11]2)[CH:5]=[CH:6][C:7]=1[Cl:8].[Cl:22]C(OC1C=CC=CC=1)=[O:24].[OH-].[Na+]>C(Cl)Cl.Br>[OH2:24].[ClH:1].[Cl:1][C:2]1[CH:3]=[C:4]([S:9][CH:10]2[CH2:14][CH2:13][NH:12][CH2:11]2)[CH:5]=[CH:6][C:7]=1[Cl:8].[Cl:1][C:2]1[CH:3]=[C:4]([S:9][CH:10]2[CH2:14][CH2:13][NH:12][CH2:11]2)[CH:5]=[CH:6][C:7]=1[Cl:8].[ClH:22] |f:2.3,6.7.8.9.10|. The product is O.Cl.ClC=1C=C(C=CC1Cl)SC1CNCC1.ClC=1C=C(C=CC1Cl)SC1CNCC1.Cl (3-[(3,4-Dichlorophenyl)thio]pyrrolidine hydrochloride hemihydrate). Reported procedure: A solution of 18.90 g (0.0561 mole) of 3-[(3,4-dichlorophenyl)thio]-1-(phenylmethyl)pyrrolidine (free base) and 11.0 g (0.070 mole) of phenyl chloroformate in 800 ml of methylene chloride was stirred at room temperature for 3 hr. The methylene chloride solution was extracted first with dilute sulfuric acid followed by dilute sodium hydroxide, dried and evaporated in vacuo to give an oil. The oil was suspended in 300 ml of 48% hydrobromic acid and the mixture refluxed overnight. The reaction mixt... Reaction SMILES: [CH2:41]([N:42]=[C:43]=[N:44][CH2:45][CH2:46][CH2:47][N:48]([CH3:49])[CH3:50])[CH3:51].[CH3:63][C:64]#[N:65].[ClH:40].[NH2:1][CH:2]([CH:3]([OH:4])[c:5]1[cH:6][c:7]([OH:11])[cH:8][cH:9][cH:10]1)[CH2:12][c:13]1[cH:14][c:15]([O:19][C:20]([CH:21]([F:22])[F:23])([F:24])[F:25])[cH:16][cH:17][cH:18]1.[OH2:52].[OH2:66].[OH:53][n:54]1[c:55]2[cH:56][cH:57][cH:58][cH:59][c:60]2[n:61][n:62]1.[c:26]1([C:37](=[O:38])[OH:39])[cH:27][cH:28][cH:29][c:30]2[c:31]1[CH:32]=[CH:33][CH2:34][CH2:35][CH2:36]2>>[NH:1]([CH:2]([CH:3]([OH:4])[c:5]1[cH:6][c:7]([OH:11])[cH:8][cH:9][cH:10]1)[CH2:12][c:13]1[cH:14][c:15]([O:19][C:20]([CH:21]([F:22])[F:23])([F:24])[F:25])[cH:16][cH:17][cH:18]1)[C:37]([c:26]1[cH:27][cH:28][cH:29][c:30]2[c:31]1[CH:32]=[CH:33][CH2:34][CH2:35][CH2:36]2)=[O:38]. Product: O=C(NC(Cc1cccc(OC(F)(F)C(F)F)c1)C(O)c1cccc(O)c1)c1cccc2c1C=CCCC2. Starting materials: CCN=C=NCCCN(C)C, CC#N, Cl, NC(Cc1cccc(OC(F)(F)C(F)F)c1)C(O)c1cccc(O)c1, O, O, On1nnc2ccccc21, O=C(O)c1cccc2c1C=CCCC2.